From a dataset of the Open Reaction Database (ORD), a public repository of structured organic reaction records. describe an organic reaction: reactants, conditions, products, and yield Starting materials: C1CCC2=NCCCN2CC1, COCCOC, Cl, CS(=O)c1nc(N)nc(-n2cccn2)c1C#N, NCc1ccc2ccccc2n1. Yields the product N#Cc1c(NCc2ccc3ccccc3n2)nc(N)nc1-n1cccn1. Reaction SMILES: [CH2:31]1[CH2:32][CH2:33][C:34]2=[N:39][CH2:38][CH2:37][CH2:36][N:35]2[CH2:40][CH2:41]1.[CH3:42][O:43][CH2:44][CH2:45][O:46][CH3:47].[ClH:18].[NH2:1][c:2]1[n:3][c:4](-[n:13]2[n:14][cH:15][cH:16][cH:17]2)[c:5]([C:11]#[N:12])[c:6]([S:8]([CH3:9])=[O:10])[n:7]1.[n:19]1[c:20]([CH2:29][NH2:30])[cH:21][cH:22][c:23]2[cH:24][cH:25][cH:26][cH:27][c:28]12>>[NH2:1][c:2]1[n:3][c:4](-[n:13]2[n:14][cH:15][cH:16][cH:17]2)[c:5]([C:11]#[N:12])[c:6]([NH:30][CH2:29][c:20]2[n:19][c:28]3[c:23]([cH:22][cH:21]2)[cH:24][cH:25][cH:26][cH:27]3)[n:7]1. Starting materials: O (water), NC1=C(C=CC(=C1)C(C)C)CCNC(OC(C)(C)C)=O (tert-butyl [2-(2-amino-4-isopropylphenyl)ethyl]carbamate), N1=CC=CC=C1 (pyridine), ClC(C(=O)OCC)=O (ethyl chlorooxoacetate), ClCCl (dichloromethane). Solvent: C(C)(=O)OCC (ethyl acetate). Conditions: time 4 hour. Product: C(C)(C)(C)OC(CC1=C(C=C(C=C1)C(C)C)NC(C(=O)OCC)=O)N=C=O (ethyl [2-(2-tert-butoxy-carbonylaminoethyl)-5-isopropylphenyl]oxalamate). Reaction SMILES: [NH2:1][C:2]1[CH:7]=[C:6]([CH:8]([CH3:10])[CH3:9])[CH:5]=[CH:4][C:3]=1[CH2:11][CH2:12][NH:13][C:14](=[O:20])OC(C)(C)C.N1[CH:26]=[CH:25][CH:24]=CC=1.Cl[C:28](=[O:34])[C:29]([O:31][CH2:32][CH3:33])=[O:30].[OH2:35].Cl[CH2:37]Cl>C(OCC)(=O)C>[C:25]([O:35][CH:12]([N:13]=[C:14]=[O:20])[CH2:11][C:3]1[CH:4]=[CH:5][C:6]([CH:8]([CH3:9])[CH3:10])=[CH:7][C:2]=1[NH:1][C:28](=[O:34])[C:29]([O:31][CH2:32][CH3:33])=[O:30])([CH3:24])([CH3:26])[CH3:37]. Reported procedure: To a stirred solution of 0.15 g of tert-butyl [2-(2-amino-4-isopropylphenyl)ethyl]carbamate and 0.087 mL of pyridine in 2 mL of dichloromethane was added 0.072 mL of ethyl chlorooxoacetate under ice-cooling, and the mixture was stirred at room temperature for 4 hours. To the reaction mixture were added water and ethyl acetate, and the mixture was separated. The aqueous layer was extracted with ethyl acetate, and the organic layers were combined. After being washed with water and brine successive... The reactants are CNN, CCO, CC(C)OP(=O)(C=CCCOn1cnc2c(N3C(=O)c4ccccc4C3=O)ncnc21)OC(C)C. The product is CC(C)OP(=O)(C=CCCOn1cnc2c(N)ncnc21)OC(C)C. Reaction SMILES: [CH3:36][NH:37][NH2:38].[CH3:39][CH2:40][OH:41].[CH:1]([CH3:2])([CH3:3])[O:4][P:5](=[O:6])([O:7][CH:8]([CH3:9])[CH3:10])[CH:11]=[CH:12][CH2:13][CH2:14][O:15][n:16]1[c:17]2[n:18][cH:19][n:20][c:21]([N:25]3[C:26](=[O:27])[c:28]4[cH:29][cH:30][cH:31][cH:32][c:33]4[C:34]3=[O:35])[c:22]2[n:23][cH:24]1>>[CH:1]([CH3:2])([CH3:3])[O:4][P:5](=[O:6])([O:7][CH:8]([CH3:9])[CH3:10])[CH:11]=[CH:12][CH2:13][CH2:14][O:15][n:16]1[c:17]2[n:18][cH:19][n:20][c:21]([NH2:25])[c:22]2[n:23][cH:24]1. Starting materials: O (water), S(O)(O)(=O)=O (sulphuric acid), O (water), C(#N)C1=CC=C(C=C1)C1=CC=C(C=C1)O (4-cyano-4'-hydroxybiphenyl), C(C)(=O)O (acetic acid). Product: OC1=CC=C(C=C1)C1=CC=C(C=C1)C(=O)O (4'-Hydroxybiphenyl-4-carboxylic Acid). RXN SMILES: S(=O)(=O)(O)O.O.C(C1[CH:14]=[CH:13][C:12]([C:15]2[CH:20]=[CH:19][C:18]([OH:21])=[CH:17][CH:16]=2)=[CH:11][CH:10]=1)#N.[C:22]([OH:25])(=[O:24])[CH3:23]>>[OH:21][C:18]1[CH:19]=[CH:20][C:15]([C:12]2[CH:13]=[CH:14][C:23]([C:22]([OH:25])=[O:24])=[CH:10][CH:11]=2)=[CH:16][CH:17]=1. Procedure: A mixture of concentrated sulphuric acid (115 ml) and water (115 ml) was added dropwise to a stirred suspension of 4-cyano-4'-hydroxybiphenyl 39 (25.62 g, 131.4 mmol) in glacial acetic acid (400 ml). The mixture was heated under reflux for 48 hours, the cooled reaction mixture was then poured into water (600 ml) with stirring and the white precipitate filtered off. The aqueous filtrate was then washed with diethyl ether (4×70 ml); the combined extracts were then washed with water (50 ml), dried ...